Dataset: the Open Reaction Database (ORD), a public repository of structured organic reaction records. Task: describe an organic reaction: reactants, conditions, products, and yield The product is CCCN(C)C(=O)c1cc(C(=O)OC)cc(C(=O)c2ccccc2)c1. Reactants: O=C(Cl)c1ccccc1, CC(C)(C)P(c1ccccc1-c1ccccc1)C(C)(C)C, CCCC[Sn](CCCC)(CCCC)c1cc(C(=O)OC)cc(C(=O)N(C)CCC)c1, ClC(Cl)Cl, O=C(C=Cc1ccccc1)C=Cc1ccccc1, O=C(C=Cc1ccccc1)C=Cc1ccccc1, O=C(C=Cc1ccccc1)C=Cc1ccccc1, [Pd], [Pd]. Reaction SMILES: [C:31]([c:32]1[cH:33][cH:34][cH:35][cH:36][cH:37]1)(=[O:38])[Cl:39].[C:40]([P:41]([C:42]([CH3:43])([CH3:44])[CH3:45])[c:46]1[cH:47][cH:48][cH:49][cH:50][c:51]1-[c:52]1[cH:53][cH:54][cH:55][cH:56][cH:57]1)([CH3:58])([CH3:59])[CH3:60].[CH3:1][O:2][C:3]([c:4]1[cH:5][c:6]([C:7](=[O:8])[N:9]([CH2:10][CH2:11][CH3:12])[CH3:13])[cH:14][c:15]([Sn:17]([CH2:18][CH2:19][CH2:20][CH3:21])([CH2:22][CH2:23][CH2:24][CH3:25])[CH2:26][CH2:27][CH2:28][CH3:29])[cH:16]1)=[O:30].[CH:61]([Cl:62])([Cl:63])[Cl:64].[O:103]=[C:104]([CH:105]=[CH:106][c:107]1[cH:108][cH:109][cH:110][cH:111][cH:112]1)[CH:113]=[CH:114][c:115]1[cH:116][cH:117][cH:118][cH:119][cH:120]1.[O:67]=[C:68]([CH:69]=[CH:70][c:71]1[cH:72][cH:73][cH:74][cH:75][cH:76]1)[CH:77]=[CH:78][c:79]1[cH:80][cH:81][cH:82][cH:83][cH:84]1.[O:85]=[C:86]([CH:87]=[CH:88][c:89]1[cH:90][cH:91][cH:92][cH:93][cH:94]1)[CH:95]=[CH:96][c:97]1[cH:98][cH:99][cH:100][cH:101][cH:102]1.[Pd:65].[Pd:66]>>[CH3:1][O:2][C:3]([c:4]1[cH:5][c:6]([C:7](=[O:8])[N:9]([CH2:10][CH2:11][CH3:12])[CH3:13])[cH:14][c:15]([C:31]([c:32]2[cH:33][cH:34][cH:35][cH:36][cH:37]2)=[O:38])[cH:16]1)=[O:30]. Reactants: C(C)(=O)C1=C(C(=C(CCl)C=C1)CCC)O (4-acetyl-3- hydroxy-2-propylbenzyl chloride), SC1=NN=C(S1)SCCCCCC(=O)OCC (ethyl 6-[(5- mercapto-1,3,4-thiadiazol-2-yl]thio]hexanoate). The product is C(C)(=O)C1=C(C(=C(CSC2=NN=C(S2)SCCCCCC(=O)OCC)C=C1)CCC)O (ethyl 6-[[5-[(4-acetyl-3-hydroxy-2-propylbenzyl)thio]-1,3,4- thiadiazol-2-yl]thio]hexanate). Yield: 92.4%. As a reaction SMILES: [C:1]([C:4]1[CH:11]=[CH:10][C:7]([CH2:8]Cl)=[C:6]([CH2:12][CH2:13][CH3:14])[C:5]=1[OH:15])(=[O:3])[CH3:2].[SH:16][C:17]1[S:21][C:20]([S:22][CH2:23][CH2:24][CH2:25][CH2:26][CH2:27][C:28]([O:30][CH2:31][CH3:32])=[O:29])=[N:19][N:18]=1>>[C:1]([C:4]1[CH:11]=[CH:10][C:7]([CH2:8][S:16][C:17]2[S:21][C:20]([S:22][CH2:23][CH2:24][CH2:25][CH2:26][CH2:27][C:28]([O:30][CH2:31][CH3:32])=[O:29])=[N:19][N:18]=2)=[C:6]([CH2:12][CH2:13][CH3:14])[C:5]=1[OH:15])(=[O:3])[CH3:2]. Procedure: Using as starting materials 0.30 g of 4-acetyl-3- hydroxy-2-propylbenzyl chloride and 0.46 g of ethyl 6-[(5- mercapto-1,3,4-thiadiazol-2-yl]thio]hexanoate, 0.59 g of oily ethyl 6-[[5-[(4-acetyl-3-hydroxy-2-propylbenzyl)thio]-1,3,4- thiadiazol-2-yl]thio]hexanate was obtained in a manner similar to Example 9. Reactants: BrCc1ccccc1, CN(C)C=O, [LiH], O=C1CCCc2[nH]c(=O)ccc21, O. The product is O=C1CCCc2c1ccc(=O)n2Cc1ccccc1. RXN SMILES: [Br:19][CH2:20][c:21]1[cH:22][cH:23][cH:24][cH:25][cH:26]1.[CH3:14][N:15]([CH3:16])[CH:17]=[O:18].[LiH:13].[O:1]=[C:2]1[c:3]2[cH:4][cH:5][c:6](=[O:12])[nH:7][c:8]2[CH2:9][CH2:10][CH2:11]1.[OH2:27]>>[O:1]=[C:2]1[c:3]2[cH:4][cH:5][c:6](=[O:12])[n:7]([CH2:20][c:21]3[cH:22][cH:23][cH:24][cH:25][cH:26]3)[c:8]2[CH2:9][CH2:10][CH2:11]1. The product is N=C1SC=C(N1)C(C(=O)NC1[C@@H]2N(C(=C(CS2)COC(C)=O)C(=O)[O-])C1=O)=NO.[Na+] (sodium 7-[2-(2-imino-4-thiazolin-4-yl)-2-hydroxyimino-acetamido]-3-acetoxymethyl-3-cephem-4- carboxylate). Reactants: Cl.N=C1SC=C(N1)C(C(=O)NC1[C@@H]2N(C(=C(CS2)COC(C)=O)C(=O)O)C1=O)=NO (7-[2-(2-imino-4-thiazolin-4-yl)-2-hydroxyimino-acetamido]-3-acetoxymethyl-3-cephem-4-carboxylic acid hydrochloride), C(O)([O-])=O.[Na+] (sodium hydrogen carbonate). As a reaction SMILES: Cl.[NH:2]=[C:3]1[NH:7][C:6]([C:8](=[N:29][OH:30])[C:9]([NH:11][CH:12]2[C:27](=[O:28])[N:14]3[C:15]([C:24]([OH:26])=[O:25])=[C:16]([CH2:19][O:20][C:21](=[O:23])[CH3:22])[CH2:17][S:18][C@H:13]23)=[O:10])=[CH:5][S:4]1.C(=O)([O-])O.[Na+:35]>O>[NH:2]=[C:3]1[NH:7][C:6]([C:8](=[N:29][OH:30])[C:9]([NH:11][CH:12]2[C:27](=[O:28])[N:14]3[C:15]([C:24]([O-:26])=[O:25])=[C:16]([CH2:19][O:20][C:21](=[O:23])[CH3:22])[CH2:17][S:18][C@H:13]23)=[O:10])=[CH:5][S:4]1.[Na+:35] |f:0.1,2.3,5.6|. Reported procedure: In a solution of 0.2 g sodium hydrogen carbonate in 4 ml of water was dissolved of 0.619 g of 7-[2-(2-imino-4-thiazolin-4-yl)-2-hydroxyimino-acetamido]-3-acetoxymethyl-3-cephem-4-carboxylic acid hydrochloride. The solution was subjected to column chromatography on dextran gel (Sephadex LH-20, Pharmacia), development being carried out with water. The fractions containing the desired product were pooled and lyophilized. By the above procedure there was obtained 0.42 g of the captioned compound. Solvent: O (water), O (water). Starting materials: C(C1=CC=CC=C1)N1CCC(CC1)/C=C/C(=O)C1=CC=C(C=C1)[N+](=O)[O-] ((E)-4-[3-(1-benzylpiperidin-4-yl)propenoyl]nitrobenzene), Cl (hydrochloric acid), stannous chloride, stannous chloride. The solvent is C(C)(=O)O (acetic acid). Reaction conditions: time 24 hour. Yields the product crude product, C(C1=CC=CC=C1)N1CCC(CC1)/C=C/C(=O)C1=CC=C(N)C=C1 ((E)-4-[3-(1-benzylpiperidin-4-yl)propenoyl]aniline). Reaction SMILES: [CH2:1]([N:8]1[CH2:13][CH2:12][CH:11](/[CH:14]=[CH:15]/[C:16]([C:18]2[CH:23]=[CH:22][C:21]([N+:24]([O-])=O)=[CH:20][CH:19]=2)=[O:17])[CH2:10][CH2:9]1)[C:2]1[CH:7]=[CH:6][CH:5]=[CH:4][CH:3]=1.Cl>C(O)(=O)C>[CH2:1]([N:8]1[CH2:13][CH2:12][CH:11](/[CH:14]=[CH:15]/[C:16]([C:18]2[CH:19]=[CH:20][C:21]([NH2:24])=[CH:22][CH:23]=2)=[O:17])[CH2:10][CH2:9]1)[C:2]1[CH:3]=[CH:4][CH:5]=[CH:6][CH:7]=1. Procedure details: 1.27 g of (E)-4-[3-(1-benzylpiperidin-4-yl)propenoyl]nitrobenzene was added to a mixed solution of 10 ml of acetic acid and 2 ml of hydrochloric acid, and then 1.38 g of stannous chloride was added thereto under ice cooling. The mixture was stirred for 24 hours. During the reaction, 0.69 g of stannous chloride was further added twice. After completion of the reaction, the reaction mixture was condensed under reduced pressure to obtain 5.50 g of a crude product of the title compound. This was use... RXN SMILES: C([O-])([O-])=O.[K+].[K+].[Cl:7][C:8]1[CH:13]=[CH:12][C:11](B(O)O)=[CH:10][CH:9]=1.Br[C:18]1[CH:23]=[CH:22][C:21]([C:24]2[N:33]=[C:32]([NH:34][CH2:35][CH2:36][CH2:37][N:38]([CH2:41][CH3:42])[CH2:39][CH3:40])[C:31]3[C:26](=[CH:27][C:28]([Cl:43])=[CH:29][CH:30]=3)[N:25]=2)=[CH:20][CH:19]=1>CN(C=O)C.[Pd]>[Cl:43][C:28]1[CH:27]=[C:26]2[C:31]([C:32]([NH:34][CH2:35][CH2:36][CH2:37][N:38]([CH2:41][CH3:42])[CH2:39][CH3:40])=[N:33][C:24]([C:21]3[CH:22]=[CH:23][C:18]([C:11]4[CH:12]=[CH:13][C:8]([Cl:7])=[CH:9][CH:10]=4)=[CH:19][CH:20]=3)=[N:25]2)=[CH:30][CH:29]=1 |f:0.1.2|. Solvent: CN(C)C=O (DMF). The reactants are C(=O)([O-])[O-].[K+].[K+] (K2CO3), ClC1=CC=C(C=C1)B(O)O (4-chlorophenylboronic acid), BrC1=CC=C(C=C1)C1=NC2=CC(=CC=C2C(=N1)NCCCN(CC)CC)Cl (N′-[2-(4-bromo-phenyl)-7-chloro-quinazolin4-yl]-N,N-diethyl-propane-1,3-diamine). Product: ClC1=CC=C2C(=NC(=NC2=C1)C1=CC=C(C=C1)C1=CC=C(C=C1)Cl)NCCCN(CC)CC (N′-[7-chloro-2-(4′-chloro-biphenyl-4-yl)-quinazolin-4-yl]-N,N-diethyl-propane-1,3-diamine). The reagents and catalysts are [Pd] (Pd). Procedure: 1,2 Equivalents of K2CO3, 1,2 equivalents of 4-chlorophenylboronic acid and 10 mol % of Pd((PPh3)4 are added to a solution of N′-[2-(4-bromo-phenyl)-7-chloro-quinazolin4-yl]-N,N-diethyl-propane-1,3-diamine (16,5 mmol) in 80 ml of DMF and it is heated at 80° until conversion is complete. After filtering off the catalyst and customary working up for solution reactions, N′-[7-chloro-2-(4′-chloro-biphenyl-4-yl)-quinazolin-4-yl]-N,N-diethyl-propane-1,3-diamine is obtained. Product: COc1ccc(-c2sc3ccccc3c2C(=O)c2ccc(OCCN3CCCC3)cc2)cc1. As a reaction SMILES: [CH3:1][O:2][c:3]1[cH:4][cH:5][c:6](-[c:9]2[cH:10][c:11]3[c:12]([s:13]2)[cH:14][cH:15][cH:16][cH:17]3)[cH:7][cH:8]1.[CH3:36][OH:37].[Cl:38][CH2:39][Cl:40].[ClH:18].[N:19]1([CH2:24][CH2:25][O:26][c:27]2[cH:28][cH:29][c:30]([C:31](=[O:32])[OH:33])[cH:34][cH:35]2)[CH2:20][CH2:21][CH2:22][CH2:23]1>>[CH3:1][O:2][c:3]1[cH:4][cH:5][c:6](-[c:9]2[c:10]([C:31]([c:30]3[cH:29][cH:28][c:27]([O:26][CH2:25][CH2:24][N:19]4[CH2:20][CH2:21][CH2:22][CH2:23]4)[cH:35][cH:34]3)=[O:32])[c:11]3[c:12]([s:13]2)[cH:14][cH:15][cH:16][cH:17]3)[cH:7][cH:8]1. The reactants are COc1ccc(-c2cc3ccccc3s2)cc1, CO, ClCCl, Cl, O=C(O)c1ccc(OCCN2CCCC2)cc1. Reactants: O=C1CCC(=O)N1Br, O=C(OOC(=O)c1ccccc1)c1ccccc1, ClC(Cl)(Cl)Cl, Cc1cccc(S(=O)(=O)Cl)c1. The product is O=S(=O)(Cl)c1cccc(CBr)c1. Reaction SMILES: [Br:1][N:2]1[C:3](=[O:4])[CH2:5][CH2:6][C:7]1=[O:8].[C:20]([O:21][O:22][C:23](=[O:24])[c:25]1[cH:26][cH:27][cH:28][cH:29][cH:30]1)(=[O:31])[c:32]1[cH:33][cH:34][cH:35][cH:36][cH:37]1.[Cl:38][C:39]([Cl:40])([Cl:41])[Cl:42].[c:9]1([CH3:19])[cH:10][c:11]([S:15](=[O:16])(=[O:17])[Cl:18])[cH:12][cH:13][cH:14]1>>[Br:1][CH2:19][c:9]1[cH:10][c:11]([S:15](=[O:16])(=[O:17])[Cl:18])[cH:12][cH:13][cH:14]1. Reactants: CS(=O)(=O)Cl, ClCCl, O=C(Cc1ccccc1)NC1C(=O)N2C1SCC(O)C2C(=O)OC(c1ccccc1)c1ccccc1, c1ccncc1. Product: CS(=O)(=O)OC1CSC2C(NC(=O)Cc3ccccc3)C(=O)N2C1C(=O)OC(c1ccccc1)c1ccccc1. RXN SMILES: [CH3:37][S:38]([Cl:39])(=[O:40])=[O:41].[Cl:48][CH2:49][Cl:50].[c:1]1([CH:7]([c:8]2[cH:9][cH:10][cH:11][cH:12][cH:13]2)[O:14][C:15](=[O:16])[CH:17]2[CH:18]([OH:36])[CH2:19][S:20][CH:21]3[N:22]2[C:23](=[O:35])[CH:24]3[NH:25][C:26]([CH2:27][c:28]2[cH:29][cH:30][cH:31][cH:32][cH:33]2)=[O:34])[cH:2][cH:3][cH:4][cH:5][cH:6]1.[cH:42]1[cH:43][cH:44][n:45][cH:46][cH:47]1>>[c:1]1([CH:7]([c:8]2[cH:9][cH:10][cH:11][cH:12][cH:13]2)[O:14][C:15](=[O:16])[CH:17]2[CH:18]([O:36][S:38]([CH3:37])(=[O:40])=[O:41])[CH2:19][S:20][CH:21]3[N:22]2[C:23](=[O:35])[CH:24]3[NH:25][C:26]([CH2:27][c:28]2[cH:29][cH:30][cH:31][cH:32][cH:33]2)=[O:34])[cH:2][cH:3][cH:4][cH:5][cH:6]1. Run in O (water). Isolated yield 97.0%. Conditions: temperature 85 celsius. Yields the product C(C1=CC=CC=C1)N1N=C(C=2C(=CC=CC12)N)CC (1-benzyl-3-ethyl-1H-indazol-4-amine). RXN SMILES: [CH2:1]([N:8]1[C:16]2[C:11](=[C:12]([N+:17]([O-])=O)[CH:13]=[CH:14][CH:15]=2)[C:10]([CH2:20][CH3:21])=[N:9]1)[C:2]1[CH:7]=[CH:6][CH:5]=[CH:4][CH:3]=1.[Cl-].[NH4+].C(O)C>[Fe].O>[CH2:1]([N:8]1[C:16]2[CH:15]=[CH:14][CH:13]=[C:12]([NH2:17])[C:11]=2[C:10]([CH2:20][CH3:21])=[N:9]1)[C:2]1[CH:3]=[CH:4][CH:5]=[CH:6][CH:7]=1 |f:1.2|. Reported procedure: A mixture of 1-benzyl-3-ethyl-4-nitro-1H-indazole (46.0 mg, 0.164 mmol), iron powder (91.3 mg, 1.64 mmol) and ammonium chloride (4.4 mg, 0.082 mmol) was stirred in a 4:1 mixture of ethanol and water (5 mL) with heating to 85° C. for 60 minutes. The solvent was removed under reduced pressure. Ethyl acetate (4 mL) and triethylamine (1 mL) was added and the mixture was heated for 15 minutes at 85° C. After cooling, the mixture was filtered through glass fiber filter paper, rinsing with methanol, di... The reactants are C(C1=CC=CC=C1)N1N=C(C2=C(C=CC=C12)[N+](=O)[O-])CC (1-benzyl-3-ethyl-4-nitro-1H-indazole), [Cl-].[NH4+] (ammonium chloride), C(C)O (ethanol). The reagents and catalysts are [Fe] (iron).